Dataset: the Open Reaction Database (ORD), a public repository of structured organic reaction records. Task: describe an organic reaction: reactants, conditions, products, and yield Procedure details: A mixture of (3-methyl-4-(methyl(7-tosyl-7H-pyrrolo[2,3-d]pyrimidin-4-yl)amino)cyclohexyl)methanesulfonic acid (0.400 g, 0.81 mmol), CH2Cl2 (10 mL), and DMF (50 uL) was treated with thionyl chloride and warmed to 40° C. After 1.5 h, the mixture was cooled, treated with toluene (5 mL) and concentrated. The resulting material was triturated with Et2O and dried to afford (3-methyl-4-(methyl(7-tosyl-7H-pyrrolo[2,3-d]pyrimidin-4-yl)amino)cyclohexyl)methanesulfonyl chloride that was used immediately w... Run in C1(=CC=CC=C1)C (toluene). As a reaction SMILES: [CH3:1][CH:2]1[CH:7]([N:8]([CH3:28])[C:9]2[C:10]3[CH:17]=[CH:16][N:15]([S:18]([C:21]4[CH:27]=[CH:26][C:24]([CH3:25])=[CH:23][CH:22]=4)(=[O:20])=[O:19])[C:11]=3[N:12]=[CH:13][N:14]=2)[CH2:6][CH2:5][CH:4]([CH2:29][S:30]([OH:33])(=O)=[O:31])[CH2:3]1.C(Cl)[Cl:35].CN(C=O)C.S(Cl)(Cl)=O>C1(C)C=CC=CC=1>[CH3:1][CH:2]1[CH:7]([N:8]([CH3:28])[C:9]2[C:10]3[CH:17]=[CH:16][N:15]([S:18]([C:21]4[CH:27]=[CH:26][C:24]([CH3:25])=[CH:23][CH:22]=4)(=[O:20])=[O:19])[C:11]=3[N:12]=[CH:13][N:14]=2)[CH2:6][CH2:5][CH:4]([CH2:29][S:30]([Cl:35])(=[O:33])=[O:31])[CH2:3]1. Product: CC1CC(CCC1N(C=1C2=C(N=CN1)N(C=C2)S(=O)(=O)C2=CC=C(C)C=C2)C)CS(=O)(=O)Cl ((3-methyl-4-(methyl(7-tosyl-7H-pyrrolo[2,3-d]pyrimidin-4-yl)amino)cyclohexyl)methanesulfonyl chloride). The reactants are CC1CC(CCC1N(C=1C2=C(N=CN1)N(C=C2)S(=O)(=O)C2=CC=C(C)C=C2)C)CS(=O)(=O)O ((3-methyl-4-(methyl(7-tosyl-7H-pyrrolo[2,3-d]pyrimidin-4-yl)amino)cyclohexyl)methanesulfonic acid), C(Cl)Cl (CH2Cl2), CN(C)C=O (DMF), S(=O)(Cl)Cl (thionyl chloride). Conditions: temperature 40 celsius, time 1.5 hour. The reactants are C(C)(=O)NCCC(C)C1=CC=C(C=C1)C1=CC=C(C=C1)F (1-acetamido-3-(4'-fluoro-4-biphenylyl)-butane). Run in [OH-].[K+] (KOH). Product: FC1=CC=C(C=C1)C1=CC=C(C=C1)C(CCN)C (3-(4'-fluoro-4-biphenylyl)butylamine). RXN SMILES: C([NH:4][CH2:5][CH2:6][CH:7]([C:9]1[CH:14]=[CH:13][C:12]([C:15]2[CH:20]=[CH:19][C:18]([F:21])=[CH:17][CH:16]=2)=[CH:11][CH:10]=1)[CH3:8])(=O)C>[OH-].[K+]>[F:21][C:18]1[CH:17]=[CH:16][C:15]([C:12]2[CH:13]=[CH:14][C:9]([CH:7]([CH3:8])[CH2:6][CH2:5][NH2:4])=[CH:10][CH:11]=2)=[CH:20][CH:19]=1 |f:1.2|. Procedure: A solution of 28.5 g of 1-acetamido-3-(4'-fluoro-4-biphenylyl)-butane in 800 ml of 10% methanolic KOH solution is boiled for 48 hours. The solution is concentrated and worked up using water and ether to give 3-(4'-fluoro-4-biphenylyl)butylamine; hydrochloride, m.p. 222°-224°. Reactants: C1(=CC=CC=C1)C=1N=NC=C(C1C(=O)NC(C(=O)OC)CO)C1=CC=CC=C1 (methyl 2-(3,5-diphenylpyridazine-4-carboxamido)-3-hydroxypropanoate), C(C)N(CC)S(F)(F)F ((diethylamino)sulfur trifluoride), C([O-])([O-])=O.[K+].[K+] (Potassium carbonate). RXN SMILES: [C:1]1([C:7]2[N:8]=[N:9][CH:10]=[C:11]([C:23]3[CH:28]=[CH:27][CH:26]=[CH:25][CH:24]=3)[C:12]=2[C:13]([NH:15][CH:16]([CH2:21][OH:22])C(OC)=O)=O)[CH:6]=[CH:5][CH:4]=[CH:3][CH:2]=1.[CH2:29](N(S(F)(F)F)CC)C.[C:38](=[O:41])([O-])[O-:39].[K+].[K+]>C(Cl)Cl>[C:1]1([C:7]2[N:8]=[N:9][CH:10]=[C:11]([C:23]3[CH:24]=[CH:25][CH:26]=[CH:27][CH:28]=3)[C:12]=2[C:13]2[O:22][CH2:21][CH:16]([C:38]([O:39][CH3:29])=[O:41])[N:15]=2)[CH:2]=[CH:3][CH:4]=[CH:5][CH:6]=1 |f:2.3.4|. Product: C1(=CC=CC=C1)C=1N=NC=C(C1C=1OCC(N1)C(=O)OC)C1=CC=CC=C1 (methyl 2-(3,5-diphenylpyridazin-4-yl)-4,5-dihydrooxazole-4-carboxylate). Conditions: temperature -76 celsius, time 2 hour. Yield: 62.4%. Procedure details: To a solution of methyl 2-(3,5-diphenylpyridazine-4-carboxamido)-3-hydroxypropanoate (220 mg, 0.58 mmol) in DCM (15 mL), (diethylamino)sulfur trifluoride (188 mg, 1.16 mmol) was added at −76° C. and stirred at −76° C. for 2 h. Potassium carbonate (400 mg, 2.8 mmol) was added to the reaction mixture at −78° C. and the resulting reaction mixture was warmed to rt. Reaction was quenched by addition of saturated Na2CO3, extracted with DCM (2×25 mL), washed with brine (1×10 mL) and dried over anhy. Na... Run in C(Cl)Cl (DCM). Reactants: COC1=C(C=C(C(=C1)O)C(=O)C2=CC=CC=C2)S(=O)(=O)O.C(=O)(Cl)Cl (benzophenone-4 carbonyl chloride), COC1=C(C=C(C=C1)[C@H]1[C@H](CCCC1)N)OC ((−)-cis-1,2-dimethoxy-4-(2-aminocyclohexyl)-benzene), COC1=C(C=C(C=C1)[C@H]1[C@H](CCCC1)N)OC ((−)-cis-1,2-dimethoxy-4-(2-aminocyclohexyl)-benzene). Solvent: C(Cl)Cl (methylene chloride), C(C)N(CC)CC (triethylamine), C(Cl)Cl (methylene chloride). Run at time 8 hour. Product: COC=1C=C(C=CC1OC)[C@@H]1[C@@H](CCCC1)NC(C1=CC=C(C=C1)C(C1=CC=CC=C1)=O)=O ((−)-cis-N-[2-(3,4-Dimethoxyphenyl)cyclohexyl]-4-benzoylbenzamide). Isolated yield 145.8%. Reaction SMILES: [CH3:1][O:2][C:3]1[CH:8]=[CH:7][C:6]([C@@H:9]2[CH2:14][CH2:13][CH2:12][CH2:11][C@@H:10]2[NH2:15])=[CH:5][C:4]=1[O:16][CH3:17].CO[C:20]1[CH:25]=[C:24](O)[C:23]([C:27]([C:29]2[CH:34]=[CH:33][CH:32]=[CH:31][CH:30]=2)=[O:28])=[CH:22][C:21]=1S(O)(=O)=O.[C:39](Cl)(Cl)=[O:40]>C(Cl)Cl.C(N(CC)CC)C>[CH3:17][O:16][C:4]1[CH:5]=[C:6]([C@H:9]2[CH2:14][CH2:13][CH2:12][CH2:11][C@H:10]2[NH:15][C:39](=[O:40])[C:20]2[CH:21]=[CH:22][C:23]([C:27](=[O:28])[C:29]3[CH:30]=[CH:31][CH:32]=[CH:33][CH:34]=3)=[CH:24][CH:25]=2)[CH:7]=[CH:8][C:3]=1[O:2][CH3:1] |f:1.2|. Procedure: 4.0 g of (−)-cis-1,2-dimethoxy-4-(2-aminocyclohexyl)-benzene (compound B4) are dissolved in 40 ml of methylene chloride and 10.0 ml of triethylamine. A solution of 4.9 g of benzophenone-4-carbonyl chloride in 100 ml of methylene chloride is added dropwise at RT and the mixture is extracted, after stirring overnight, with 50 ml each of water, 2N hydrochloric acid, satd sodium hydrogencarbonate solution and water again. The organic phase is dried using sodium sulfate and concentrated. 7.78 g of th...